Dataset: the Open Reaction Database (ORD), a public repository of structured organic reaction records. Task: describe an organic reaction: reactants, conditions, products, and yield The reactants are COCOC1=C(C(=CC=C1C)OCOC)C(C(=O)OCC)=C (ethyl 2-[2,6-bis(methoxymethoxy)-3-methyl-phenyl]prop-2-enoate), COCOC1=C(C(=CC=C1C)OCOC)C(C(=O)OCC)=C (ethyl 2-[2,6-bis(methoxymethoxy)-3-methyl-phenyl]prop-2-enoate), [I-].C[S+](=O)(C)C (trimethylsulfoxonium iodide). Solvent: CS(=O)C (dimethyl sulfoxide), CS(=O)C (dimethyl sulfoxide). Run at time 1 hour. Product: COCOC1=C(C(=CC=C1C)OCOC)C1(CC1)C(=O)OCC (ethyl 1-[2,6-bis(methoxymethoxy)-3-methyl-phenyl]cyclopropanecarboxylate). The yield is 84.7%. As a reaction SMILES: [I-].[CH3:2][S+](C)(C)=O.[CH3:7][O:8][CH2:9][O:10][C:11]1[C:16]([CH3:17])=[CH:15][CH:14]=[C:13]([O:18][CH2:19][O:20][CH3:21])[C:12]=1[C:22](=[CH2:28])[C:23]([O:25][CH2:26][CH3:27])=[O:24]>CS(C)=O>[CH3:7][O:8][CH2:9][O:10][C:11]1[C:16]([CH3:17])=[CH:15][CH:14]=[C:13]([O:18][CH2:19][O:20][CH3:21])[C:12]=1[C:22]1([C:23]([O:25][CH2:26][CH3:27])=[O:24])[CH2:2][CH2:28]1 |f:0.1|. Procedure details: To a solution of trimethylsulfoxonium iodide (4.4 g, 20 mmol) in dry dimethyl sulfoxide (30 mL) sodium hydride (60% dispersion in mineral oil) (0.720 g, 18 mmol) was added and the reaction mixture was stirred for 1 hour at room temperature. A solution of ethyl 2-[2,6-bis(methoxymethoxy)-3-methyl-phenyl]prop-2-enoate (Intermediate 152, 3.5 g, 11.29 mmol) in dry dimethyl sulfoxide (15 mL) was slowly added and the reaction mixture was stirred for 1 hour at room temperature. The reaction was quenche... RXN SMILES: Cl[C:2]1[CH:3]=[C:4]([CH:9]=[CH:10][N:11]=1)[C:5]([O:7][CH3:8])=[O:6].[F:12][C:13]1[CH:14]=[C:15](B(O)O)[CH:16]=[CH:17][C:18]=1[F:19].C(=O)([O-])[O-].[K+].[K+]>CO.Cl[Pd]Cl>[F:12][C:13]1[CH:14]=[C:15]([C:2]2[CH:3]=[C:4]([CH:9]=[CH:10][N:11]=2)[C:5]([O:7][CH3:8])=[O:6])[CH:16]=[CH:17][C:18]=1[F:19] |f:2.3.4|. Isolated yield 80.1%. Product: FC=1C=C(C=CC1F)C=1C=C(C(=O)OC)C=CN1 (Methyl 2-(3,4-difluorophenyl)isonicotinate). Reported procedure: A mixture of methyl 2-chloroisonicotinate (5 g, 29.14 mmol), 3,4-difluorophenylboronic acid (5.06 g, 32.05 mmol), potassium carbonate (2.416 g, 17.48 mmol) and PdCl2 (dppf) (1.066 g, 1.46 mmol) was stirred in methanol (30 mL) and heated in a single-node microwave reactor at 100° C. for 30 min. The solvent was evaporated in vacuo. DCM (400 mL) and 8% NaHCO3 (aq) (400 mL) were added, shaken and the phases separated. The aqueous phase was extracted with DCM (400 mL). The combined organic phases wer... Run at temperature 100 celsius. Reactants: ClC=1C=C(C(=O)OC)C=CN1 (methyl 2-chloroisonicotinate), FC=1C=C(C=CC1F)B(O)O (3,4-difluorophenylboronic acid), C([O-])([O-])=O.[K+].[K+] (potassium carbonate). The solvent is CO (methanol). Reagents/catalysts: Cl[Pd]Cl (PdCl2). The reactants are C(CC#C)C1CCN(CC1)C(=O)OC(C)(C)C (tert-butyl 4-(but-3-ynyl)piperidine-1-carboxylate), IC1=C(C=CC=2C(COC21)=O)OC (7-iodo-6-methoxybenzofuran-3(2H)-one). Reagents/catalysts: Cl[Pd]([P](C1=CC=CC=C1)(C2=CC=CC=C2)C3=CC=CC=C3)([P](C4=CC=CC=C4)(C5=CC=CC=C5)C6=CC=CC=C6)Cl (dichlorobis(triphenylphosphine)palladium(II)), [Cu]I (copper(I) iodide). Run in C(C)N(CC)CC (triethylamine). Run at temperature 50 celsius, time 6 hour. Yields the product COC1=C(C2=C(C(CO2)=O)C=C1)C#CCCC1CCN(CC1)C(=O)OC(C)(C)C (tert-butyl 4-[4-(6-methoxy-3-oxo-2,3-dihydrobenzofuran-7-yl)but-3-ynyl]piperidine-1-carboxylate). The yield is 54.2%. As a reaction SMILES: [CH2:1]([CH:5]1[CH2:10][CH2:9][N:8]([C:11]([O:13][C:14]([CH3:17])([CH3:16])[CH3:15])=[O:12])[CH2:7][CH2:6]1)[CH2:2][C:3]#[CH:4].I[C:19]1[C:27]2[O:26][CH2:25][C:24](=[O:28])[C:23]=2[CH:22]=[CH:21][C:20]=1[O:29][CH3:30]>C(N(CC)CC)C.Cl[Pd](Cl)([P](C1C=CC=CC=1)(C1C=CC=CC=1)C1C=CC=CC=1)[P](C1C=CC=CC=1)(C1C=CC=CC=1)C1C=CC=CC=1.[Cu]I>[CH3:30][O:29][C:20]1[CH:21]=[CH:22][C:23]2[C:24](=[O:28])[CH2:25][O:26][C:27]=2[C:19]=1[C:4]#[C:3][CH2:2][CH2:1][CH:5]1[CH2:6][CH2:7][N:8]([C:11]([O:13][C:14]([CH3:17])([CH3:16])[CH3:15])=[O:12])[CH2:9][CH2:10]1 |^1:40,59|. Procedure details: A solution of tert-butyl 4-(but-3-ynyl)piperidine-1-carboxylate (0.370 g, 1.56 mmol) in triethylamine (10 mL) was added with 7-iodo-6-methoxybenzofuran-3(2H)-one (0.452 g, 1.56 mmol) synthesized in Example B46, Step 2, dichlorobis(triphenylphosphine)palladium(II) (0.110 g, 0.156 mmol) and copper(I) iodide (0.0297 g, 0.156 mmol), and the mixture was stirred at 50° C. for 6 hours. The reaction mixture was concentrated, and the resulting residue was purified by silica gel column chromatography (chl... Starting materials: C(C)(=O)OC1=C(N2C(C(C2SC1)N)=O)C(=O)O (3-acetyloxy-7-amino-8-oxo-5-thia-1-azabicyclo[4.2.0]oct-2-ene-2-carboxylic acid), C(C1=CC=CC=C1)OC(=O)C(C[C@](N)(C(=O)Cl)C=C)C(=O)Cl (4-benzyloxycarbonyl-2-vinylglutamic acid chloride), C(C)(=O)OCC (ethyl acetate). Yields the product NC(C(=O)NC1C2SCC(=C(N2C1=O)C(=O)O)COC(C)=O)(CCC(=O)O)C=C (7-[[2-amino-4-carboxy-2-vinylbutyryl]amino]-3-acetyloxymethyl-8-oxo-5-thia-1-azabicyclo[4.2.0]oct-2-ene-2-carboxylic acid). Reaction SMILES: C(O[C:5]1[CH2:12][S:11][CH:10]2[N:7]([C:8](=[O:14])[CH:9]2[NH2:13])[C:6]=1[C:15]([OH:17])=[O:16])(=O)C.C([O:25][C:26]([CH:28](C(Cl)=O)[CH2:29][C@@:30]([CH:35]=[CH2:36])([C:32](Cl)=[O:33])[NH2:31])=[O:27])C1C=CC=CC=1.[C:40]([O:43][CH2:44]C)(=[O:42])[CH3:41]>>[NH2:31][C:30]([CH:35]=[CH2:36])([CH2:29][CH2:28][C:26]([OH:25])=[O:27])[C:32]([NH:13][CH:9]1[C:8](=[O:14])[N:7]2[CH:10]1[S:11][CH2:12][C:5]([CH2:44][O:43][C:40](=[O:42])[CH3:41])=[C:6]2[C:15]([OH:17])=[O:16])=[O:33]. Procedure details: A mixture of 1 gram of 3-acetyloxy-7-amino-8-oxo-5-thia-1-azabicyclo[4.2.0]oct-2-ene-2-carboxylic acid and 1 g of 4-benzyloxycarbonyl-2-vinylglutamic acid chloride wherein the free amino group is protected with tert-butoxycarbonyl in 50 ml of ethyl acetate is refluxed for 2 hours after which the solvent is removed leaving a residue which is treated with mild acid and chromatographed on silica gel using benzene-acetone as the eluant to give 7-[[2-amino-4-carboxy-2-vinylbutyryl]amino]-3-acetyloxym... Reactants: ClC1=NC=C(C(=N1)NC1=C(C(=O)NCCO)C=CC=C1)Cl (2-[(2,5-Dichloro-4-pyrimidinyl)amino]-N-(2-hydroxyethyl)benzamide), CN1CCN(CC1)C=1C=C(N)C=CC1 (3-(4-methyl-1-piperazinyl)aniline), Cl (HCl). Run in C(C)(C)O (isopropanol). Reaction conditions: temperature 95 celsius, time 18 hour. The product is ClC=1C(=NC(=NC1)NC1=CC(=CC=C1)N1CCN(CC1)C)NC1=C(C(=O)NCCO)C=CC=C1 (2-[(5-Chloro-2-{[3-(4-methyl-1-piperazinyl)phenyl]amino}-4-pyrimidinyl)amino]-N-(2 hydroxyethyl)benzamide). The yield is 84.8%. RXN SMILES: Cl[C:2]1[N:7]=[C:6]([NH:8][C:9]2[CH:20]=[CH:19][CH:18]=[CH:17][C:10]=2[C:11]([NH:13][CH2:14][CH2:15][OH:16])=[O:12])[C:5]([Cl:21])=[CH:4][N:3]=1.[CH3:22][N:23]1[CH2:28][CH2:27][N:26]([C:29]2[CH:30]=[C:31]([CH:33]=[CH:34][CH:35]=2)[NH2:32])[CH2:25][CH2:24]1.Cl>C(O)(C)C>[Cl:21][C:5]1[C:6]([NH:8][C:9]2[CH:20]=[CH:19][CH:18]=[CH:17][C:10]=2[C:11]([NH:13][CH2:14][CH2:15][OH:16])=[O:12])=[N:7][C:2]([NH:32][C:31]2[CH:33]=[CH:34][CH:35]=[C:29]([N:26]3[CH2:25][CH2:24][N:23]([CH3:22])[CH2:28][CH2:27]3)[CH:30]=2)=[N:3][CH:4]=1. Procedure: 2-[(2,5-Dichloro-4-pyrimidinyl)amino]-N-(2-hydroxyethyl)benzamide (150 mg, 0.45 mmol) and 3-(4-methyl-1-piperazinyl)aniline (87 mg, 0.45 mmol) were combined in a vessel with 8 mL isopropanol and 12N HCl (38 μL, 0.45 mmol). The vessel was sealed and heated with stirring at 95° C. for 18 h. The reaction was cooled to room temperature and the solid was filtered off and washed with ether to give 184 mg (76%) of an off-white solid as the HCl salt. Mass (M+H)+=482, 484. Starting materials: C1CCOC1, Cl, CCOC(=O)C(Nc1cccc(F)c1)c1cccc(F)c1, [Li+], [OH-], O. Product: O=C(O)C(Nc1cccc(F)c1)c1cccc(F)c1. RXN SMILES: [CH2:25]1[O:26][CH2:27][CH2:28][CH2:29]1.[ClH:24].[F:1][c:2]1[cH:3][c:4]([CH:8]([C:9](=[O:10])[O:11][CH2:12][CH3:13])[NH:14][c:15]2[cH:16][c:17]([F:21])[cH:18][cH:19][cH:20]2)[cH:5][cH:6][cH:7]1.[Li+:23].[OH-:22].[OH2:30]>>[F:1][c:2]1[cH:3][c:4]([CH:8]([C:9](=[O:10])[OH:11])[NH:14][c:15]2[cH:16][c:17]([F:21])[cH:18][cH:19][cH:20]2)[cH:5][cH:6][cH:7]1. The reactants are [Na] (sodium), NC1=NN(CC1)C1=NC=C(C=C1)Cl (3-Amino-1-(5-chloro-2-pyridyl)-2-pyrazoline), C(C=CC1=CC=CC=C1)#N (cinnamonitrile). Run in C(C)O (ethanol). The product is NC1=NN(C(C1)C1=CC=CC=C1)C1=NC=C(C=C1)Cl (2-(3-Amino-5-phenyl-2-pyrazolin-1-yl)-5-chloropyridine). RXN SMILES: [Na].[NH2:2][C:3]1[CH2:7][CH2:6][N:5]([C:8]2[CH:13]=[CH:12][C:11]([Cl:14])=[CH:10][N:9]=2)[N:4]=1.C(#N)C=C[C:18]1[CH:23]=[CH:22][CH:21]=[CH:20][CH:19]=1>C(O)C>[NH2:2][C:3]1[CH2:7][CH:6]([C:18]2[CH:23]=[CH:22][CH:21]=[CH:20][CH:19]=2)[N:5]([C:8]2[CH:13]=[CH:12][C:11]([Cl:14])=[CH:10][N:9]=2)[N:4]=1 |^1:0|. Procedure: A 0.5 g. amount of sodium metal is dissolved in 150 ml. of absolute ethanol, then 14.36 g. of 5-chloro-2-hydrazinopyridine (prepared as described in Example 3) is added followed by 12.92 g. of cinnamonitrile. The reaction mixture is refluxed for 16 hours. The solvent is removed in vacuo and water is added to the residue to separate a solid. The solid is collected by filtration and dissolved in dichloromethane. The solution is dried over anhydrous sodium sulfate and filtered through a hydrous mag... Starting materials: FC(CCCOC1=CC=C(C(=O)OC)C=C1)(F)F (methyl 4-(4,4,4-trifluorobutoxy)benzoate), [OH-].[Na+] (sodium hydroxide), FC(CCCOC1=CC=C(C(=O)OC)C=C1)(F)F (methyl 4-(4,4,4-trifluorobutoxy)benzoate), [OH-].[Na+] (sodium hydroxide), Cl (hydrochloric acid). The product is FC(CCCOC1=CC=C(C(=O)O)C=C1)(F)F (4-(4,4,4-trifluorobutoxy)benzoic acid). The yield is 100.0%. Reaction SMILES: [F:1][C:2]([F:18])([F:17])[CH2:3][CH2:4][CH2:5][O:6][C:7]1[CH:16]=[CH:15][C:10]([C:11]([O:13]C)=[O:12])=[CH:9][CH:8]=1.[OH-].[Na+].Cl>>[F:1][C:2]([F:17])([F:18])[CH2:3][CH2:4][CH2:5][O:6][C:7]1[CH:16]=[CH:15][C:10]([C:11]([OH:13])=[O:12])=[CH:9][CH:8]=1 |f:1.2|. Procedure: First, about 1 mole of methyl 4-hydroxybenzoate and about 1 mole of 4-bromo-1,1,1-trifluorobutane were added to excess acetone which was mixed with potassium carbonate at a temperature of about 40° C. for about 90 minutes to obtain about 1 mole of methyl 4-(4,4,4-trifluorobutoxy)benzoate. About 1 mole of methyl 4-(4,4,4-trifluorobutoxy)benzoate was mixed with about 1 N (normality) of excess sodium hydroxide, and methyl 4-(4,4,4-trifluorobutoxy)benzoate and sodium hydroxide were mixed to perform ... Reactants: ClC1=CC=2C(=NN(N2)C2=C(C(=CC(=C2)C)CCl)O)C=C1 (2-(5-Chloro-2H-benzotriazol-2-yl)-6-chloromethyl-4-methyl-phenol), C(C)C(CO)CCCC (2-ethylhexanol), C([O-])([O-])=O.[Na+].[Na+] (Sodium carbonate). Run in CC(=O)C (acetone). Run at temperature 80 celsius, time 15 minute. The product is ClC1=CC=2C(=NN(N2)C2=C(C(=CC(=C2)C)COCC(CCCC)CC)O)C=C1 (2-(5-Chloro-benzotriazol-2-yl)-6-(2-ethylhexyloxymethyl)-4-methyl-phenol). The yield is 76.2%. RXN SMILES: [Cl:1][C:2]1[CH:20]=[CH:19][C:5]2=[N:6][N:7]([C:9]3[CH:14]=[C:13]([CH3:15])[CH:12]=[C:11]([CH2:16]Cl)[C:10]=3[OH:18])[N:8]=[C:4]2[CH:3]=1.[CH2:21]([CH:23]([CH2:26][CH2:27][CH2:28][CH3:29])[CH2:24][OH:25])[CH3:22].C(=O)([O-])[O-].[Na+].[Na+]>CC(C)=O>[Cl:1][C:2]1[CH:20]=[CH:19][C:5]2=[N:6][N:7]([C:9]3[CH:14]=[C:13]([CH3:15])[CH:12]=[C:11]([CH2:16][O:25][CH2:24][CH:23]([CH2:21][CH3:22])[CH2:26][CH2:27][CH2:28][CH3:29])[C:10]=3[OH:18])[N:8]=[C:4]2[CH:3]=1 |f:2.3.4|. Reported procedure: 2-(5-Chloro-2H-benzotriazol-2-yl)-6-chloromethyl-4-methyl-phenol (5.0 g, 16 mmol) is suspended in a mixture of 2-ethylhexanol (20.0 g, 154 mmol) and acetone (5 g) and stirred at 80° C. for 15 minutes. Sodium carbonate (3.4 g, 32 mmol) is added. The slightly yellow reaction mixture is stirred at 80° C. for 3 hours and evaporated to dryness. The residue is dissolved in ethyl acetate and extracted with aqueous citric acid (5%) and brine. The organic layer is dried over sodium sulphate, filtered and...